This data is from the Open Reaction Database (ORD), a public repository of structured organic reaction records. The task is: describe an organic reaction: reactants, conditions, products, and yield Reactants: CC(C)O, Clc1ncc(-c2ccc3cnccc3c2)o1, Nc1cccc(NS(=O)(=O)Cc2ccccc2)c1. Yields the product O=S(=O)(Cc1ccccc1)Nc1cccc(Nc2ncc(-c3ccc4cnccc4c3)o2)c1. Reaction SMILES: [CH3:35][CH:36]([OH:37])[CH3:38].[Cl:1][c:2]1[o:3][c:4](-[c:7]2[cH:8][c:9]3[cH:10][cH:11][n:12][cH:13][c:14]3[cH:15][cH:16]2)[cH:5][n:6]1.[NH2:17][c:18]1[cH:19][c:20]([NH:24][S:25](=[O:26])(=[O:27])[CH2:28][c:29]2[cH:30][cH:31][cH:32][cH:33][cH:34]2)[cH:21][cH:22][cH:23]1>>[c:2]1([NH:17][c:18]2[cH:19][c:20]([NH:24][S:25](=[O:26])(=[O:27])[CH2:28][c:29]3[cH:30][cH:31][cH:32][cH:33][cH:34]3)[cH:21][cH:22][cH:23]2)[o:3][c:4](-[c:7]2[cH:8][c:9]3[cH:10][cH:11][n:12][cH:13][c:14]3[cH:15][cH:16]2)[cH:5][n:6]1. Starting materials: CO, Cl, [Na+], [OH-], O, COC(=O)c1cc(-c2ccccc2)cc(-c2nnn[nH]2)c1. The product is O=C(O)c1cc(-c2ccccc2)cc(-c2nnn[nH]2)c1. RXN SMILES: [CH3:3][OH:4].[ClH:26].[Na+:2].[OH-:1].[OH2:27].[nH:5]1[n:6][n:7][n:8][c:9]1-[c:10]1[cH:11][c:12]([C:22](=[O:23])[O:24][CH3:25])[cH:13][c:14](-[c:16]2[cH:17][cH:18][cH:19][cH:20][cH:21]2)[cH:15]1>>[n:5]1[n:6][n:7][nH:8][c:9]1-[c:10]1[cH:11][c:12]([C:22](=[O:23])[OH:24])[cH:13][c:14](-[c:16]2[cH:17][cH:18][cH:19][cH:20][cH:21]2)[cH:15]1. The reactants are C(C)C1=NC(=C(C(N1)=O)S)NC (2-ethyl-5-mercapto-6-methylamino-3H-pyrimidin-4-one), ClCC(=O)O (chloroacetic acid), O (water), [OH-].[Na+] (sodium hydroxide), resultant solution, Cl (hydrochloric acid). The product is C(C)C=1NC(C=2SCC(N(C2N1)C)=O)=O (6,7-dihydro-2-ethyl-8-methyl-3H-pyrimido [5,4-b][1,4]thiazine-4,7-dione). Yield: 77.2%. As a reaction SMILES: [CH2:1]([C:3]1[NH:8][C:7](=[O:9])[C:6]([SH:10])=[C:5]([NH:11][CH3:12])[N:4]=1)[CH3:2].Cl[CH2:14][C:15]([OH:17])=O.O.[OH-].[Na+].Cl>>[CH2:1]([C:3]1[NH:8][C:7](=[O:9])[C:6]2[S:10][CH2:14][C:15](=[O:17])[N:11]([CH3:12])[C:5]=2[N:4]=1)[CH3:2] |f:3.4|. Procedure details: 2-Ethyl-5-mercapto-6-methylamino-3H-pyrimidin- 4-one (6.6 g, 0.036 mole) from Example 112 and 3.37 g (0.036 mole) of chloroacetic acid were added to approximately 120 ml of water containing 4.27 g (0.107 mole) of sodium hydroxide. The resultant solution was refluxed for approximately 4 hours, allowed to cool and acidified to about pH 2 with concentrated hydrochloric acid. The white solid was separated by filtration and dried (7.4 g), then refluxed in approximately 100 ml of acetic anhydride for ... Starting materials: Diisoproplyazo-dicarboxylate, CC=1C=C(C=CC1[N+](=O)[O-])O (3-Methyl-4-nitrophenol), C(C1=CC=CC=C1)OCCO (2-benzyloxyethanol), C1(=CC=CC=C1)P(C1=CC=CC=C1)C1=CC=CC=C1 (triphenylphosphine). Solvent: O1CCCC1 (tetrahydrofuran). Conditions: temperature 0 celsius, time 10 minute. Yields the product C(C1=CC=CC=C1)OCCOC1=CC(=C(C=C1)[N+](=O)[O-])C (4-(2-(benzyloxy)ethoxy)-2-methyl-1-nitrobenzene). The yield is 65.8%. Reaction SMILES: [CH3:1][C:2]1[CH:3]=[C:4]([OH:11])[CH:5]=[CH:6][C:7]=1[N+:8]([O-:10])=[O:9].[CH2:12]([O:19][CH2:20][CH2:21]O)[C:13]1[CH:18]=[CH:17][CH:16]=[CH:15][CH:14]=1.C1(P(C2C=CC=CC=2)C2C=CC=CC=2)C=CC=CC=1>O1CCCC1>[CH2:12]([O:19][CH2:20][CH2:21][O:11][C:4]1[CH:5]=[CH:6][C:7]([N+:8]([O-:10])=[O:9])=[C:2]([CH3:1])[CH:3]=1)[C:13]1[CH:18]=[CH:17][CH:16]=[CH:15][CH:14]=1. Procedure details: 3-Methyl-4-nitrophenol (17.48 g, 114 mmoles), 2-benzyloxyethanol (17.38 g, 114 mmoles, 16.22 ml) and triphenylphosphine (44.6 g, 170.2 mmoles) were dissolved in anhydrous tetrahydrofuran (200 ml) under nitrogen at room temperature. The stirred reaction mixture was then cooled to 0° C. and stirred for 10 minutes. Diisoproplyazo-dicarboxylate (23.49 g, 116.2 mmoles, 22.97 ml) was then added in one lot, and the reaction mixture was allowed to warm to room temperature and stirred overnight (16 hours...